From a dataset of the Open Reaction Database (ORD), a public repository of structured organic reaction records. describe an organic reaction: reactants, conditions, products, and yield Reactants: CO, Cn1ncc([N+](=O)[O-])c1N1CCN(C(=O)OC(C)(C)C)CC(C)(O)C1. Yields the product Cn1ncc(N)c1N1CCN(C(=O)OC(C)(C)C)CC(C)(O)C1. RXN SMILES: [CH3:26][OH:27].[OH:1][C:2]1([CH3:25])[CH2:3][N:4]([c:16]2[c:17]([N+:22]([O-:23])=[O:24])[cH:18][n:19][n:20]2[CH3:21])[CH2:5][CH2:6][N:7]([C:9](=[O:10])[O:11][C:12]([CH3:13])([CH3:14])[CH3:15])[CH2:8]1>>[OH:1][C:2]1([CH3:25])[CH2:3][N:4]([c:16]2[c:17]([NH2:22])[cH:18][n:19][n:20]2[CH3:21])[CH2:5][CH2:6][N:7]([C:9](=[O:10])[O:11][C:12]([CH3:13])([CH3:14])[CH3:15])[CH2:8]1. Reactants: C1CCOC1, CCO, CCOC(=O)CC(CCC(F)(F)F)Cc1cccc(OC)c1, [Na+], [OH-]. The product is COc1cccc(CC(CCC(F)(F)F)CC(=O)O)c1. As a reaction SMILES: [CH2:25]1[O:26][CH2:27][CH2:28][CH2:29]1.[CH3:30][CH2:31][OH:32].[F:1][C:2]([CH2:3][CH2:4][CH:5]([CH2:6][C:7](=[O:8])[O:9][CH2:10][CH3:11])[CH2:12][c:13]1[cH:14][c:15]([O:19][CH3:20])[cH:16][cH:17][cH:18]1)([F:21])[F:22].[Na+:24].[OH-:23]>>[F:1][C:2]([CH2:3][CH2:4][CH:5]([CH2:6][C:7](=[O:8])[OH:9])[CH2:12][c:13]1[cH:14][c:15]([O:19][CH3:20])[cH:16][cH:17][cH:18]1)([F:21])[F:22]. The reactants are C(=C)C1COCC2=C(C=CC=C12)C#N (4-ethenyl-3,4-dihydro-1H-isochromene-8-carbonitrile), O=[O+][O-] (O3), S(C)C (Me2S). The solvent is C(Cl)Cl (DCM). Reaction conditions: time 5 hour. Yields the product C(=O)C1COCC2=C(C=CC=C12)C#N (4-formyl-3,4-dihydro-1H-isochromene-8-carbonitrile). RXN SMILES: [CH:1]([CH:3]1[C:12]2[C:7](=[C:8]([C:13]#[N:14])[CH:9]=[CH:10][CH:11]=2)[CH2:6][O:5][CH2:4]1)=C.[O:15]=[O+][O-].S(C)C>C(Cl)Cl>[CH:1]([CH:3]1[C:12]2[C:7](=[C:8]([C:13]#[N:14])[CH:9]=[CH:10][CH:11]=2)[CH2:6][O:5][CH2:4]1)=[O:15]. Reported procedure: A solution of 4-ethenyl-3,4-dihydro-1H-isochromene-8-carbonitrile (62 mg, 0.334 mmol) in DCM (10 mL) was bubbled with O3 for 10 mins at −78° C. until the blue color appeared. Then Me2S (1 mL) was added and the mixture was stirred at r.t. for 5 hours. Then the mixture was concentrated in vacuo to give the desired product 4-formyl-3,4-dihydro-1H-isochromene-8-carbonitrile, which can be used for next step without further purification. RXN SMILES: [C:1]([C:3]1[CH:8]=[CH:7][C:6]([N:9]2[CH:17]([CH:18]3[CH2:22][CH2:21][CH2:20][CH2:19]3)[CH:16]3[C:11]([C:12]4[CH:26]=[CH:25][C:24]([C:27]([O:29]CC)=[O:28])=[CH:23][C:13]=4[CH2:14][CH2:15]3)=[N:10]2)=[CH:5][C:4]=1[CH2:32][O:33][CH3:34])#[N:2].CO.[OH-].[Na+]>O1CCCC1>[C:1]([C:3]1[CH:8]=[CH:7][C:6]([N:9]2[CH:17]([CH:18]3[CH2:19][CH2:20][CH2:21][CH2:22]3)[CH:16]3[C:11]([C:12]4[CH:26]=[CH:25][C:24]([C:27]([OH:29])=[O:28])=[CH:23][C:13]=4[CH2:14][CH2:15]3)=[N:10]2)=[CH:5][C:4]=1[CH2:32][O:33][CH3:34])#[N:2] |f:2.3|. Reported procedure: A mixture of 4-hydrazinyl-2-(methoxymethyl)benzonitrile hydrochloride, Methyl 6-(cyclopentylmethylene)-5-oxo-5,6,7,8-tetrahydronaphthalene-2-carboxylate; Preparation 18 (209 mg, 0.73 mmol) and ethanol (4 mL) was stirred under argon at 80° C. for four hours. The mixture was cooled to room temperature and concentrated to give ethyl 2-(4-cyano-3-(methoxymethyl)phenyl)-3-cyclopentyl-3,3a,4,5-tetrahydro-2H-benzo[g]indazole-7-carboxylate as a yellow solid. The ester was suspended in tetrahydrofuran (4... The solvent is O1CCCC1 (tetrahydrofuran). The reactants are C(#N)C1=C(C=C(C=C1)N1N=C2C3=C(CCC2C1C1CCCC1)C=C(C=C3)C(=O)OCC)COC (ethyl 2-(4-cyano-3-(methoxymethyl)phenyl)-3-cyclopentyl-3,3a,4,5-tetrahydro-2H-benzo[g]indazole-7-carboxylate), CO (methanol), [OH-].[Na+] (sodium hydroxide). The product is C(#N)C1=C(C=C(C=C1)N1N=C2C3=C(CCC2C1C1CCCC1)C=C(C=C3)C(=O)O)COC (2-(4-cyano-3-(methoxymethyl)phenyl)-3-cyclopentyl-3,3a,4,5-tetrahydro-2H-benzo[g]indazole-7-carboxylic acid). The yield is 18.0%. Starting materials: COC1=CC=C(CN(C2=NC(=NC(=N2)C=2C(=NC=C(C2)C2=CN=NC=C2)NC=2C=NC(=CC2)OC)C)CC2=CC=C(C=C2)OC)C=C1 (N,N-bis(4-methoxybenzyl)-4-(2-(6-methoxypyridin-3-ylamino)-5-(pyridazin-4-yl)pyridin-3-yl)-6-methyl-1,3,5-triazin-2-amine). Solvent: C(=O)(C(F)(F)F)O (TFA). Conditions: temperature 80 celsius. Yields the product COC1=CC=C(C=N1)NC1=NC=C(C=C1C1=NC(=NC(=N1)C)N)C1=CN=NC=C1 (4-(2-(6-methoxypyridin-3-ylamino)-5-(pyridazin-4-yl)pyridin-3-yl)-6-methyl-1,3,5-triazin-2-amine). Isolated yield 11.2%. Reaction SMILES: COC1C=CC(C[N:8](CC2C=CC(OC)=CC=2)[C:9]2[N:14]=[C:13]([C:15]3[C:16]([NH:27][C:28]4[CH:29]=[N:30][C:31]([O:34][CH3:35])=[CH:32][CH:33]=4)=[N:17][CH:18]=[C:19]([C:21]4[CH:26]=[CH:25][N:24]=[N:23][CH:22]=4)[CH:20]=3)[N:12]=[C:11]([CH3:36])[N:10]=2)=CC=1>C(O)(C(F)(F)F)=O>[CH3:35][O:34][C:31]1[N:30]=[CH:29][C:28]([NH:27][C:16]2[C:15]([C:13]3[N:12]=[C:11]([CH3:36])[N:10]=[C:9]([NH2:8])[N:14]=3)=[CH:20][C:19]([C:21]3[CH:26]=[CH:25][N:24]=[N:23][CH:22]=3)=[CH:18][N:17]=2)=[CH:33][CH:32]=1. Reported procedure: N,N-bis(4-methoxybenzyl)-4-(2-(6-methoxypyridin-3-ylamino)-5-(pyridazin-4-yl)pyridin-3-yl)-6-methyl-1,3,5-triazin-2-amine (140 mg, 0.223 mmol) was treated with TFA (10 mL) and fitted with a reflux condenser and heated at 80° C. for 15 h. The TFA was removed in vacuo and the residue was pipetted into an ice-cooled saturated solution of NaHCO3 resulting in a yellow suspension which was collected by filtration on a sintered glass frit. The resulting yellow solid was washed with water and MeOH dry-p... Reactants: NC=1C=C(C(=O)OC)C=CC1N (methyl 3,4-diaminobenzoate), C(=O)(OC)NC(SC)=NC(=O)OC (N,N'-dicarbomethoxy-S-methylisothiourea). The solvent is CN(C)C=O (DMF). Yields the product O=C1NC2=C(N1)C=CC(=C2)C(=O)OC (Methyl 2,3-dihydro-2-oxo-1H-benzimidazole-5-carboxylate). RXN SMILES: [NH2:1][C:2]1[CH:3]=[C:4]([CH:9]=[CH:10][C:11]=1[NH2:12])[C:5]([O:7][CH3:8])=[O:6].[C:13](NC(=NC(OC)=O)SC)(OC)=[O:14]>CN(C=O)C>[O:14]=[C:13]1[NH:12][C:11]2[CH:10]=[CH:9][C:4]([C:5]([O:7][CH3:8])=[O:6])=[CH:3][C:2]=2[NH:1]1. Reported procedure: 20 g (0.12 mol) of methyl 3,4-diaminobenzoate and 24.8 g (0.12 mol) of N,N'-dicarbomethoxy-S-methylisothiourea in 180 ml of DMF are heated under reflux for 4 hours. The DMF is then removed by distillation, the residue is vigorously stirred with water, and the crystals which have separated out are filtered off with suction and washed with water. After drying of the substance at 40° C. in vacuo, the product is suspended in acetone and then filtered off with suction. The reactants are CO, Cc1cc(Cc2cc(C)c(O)c(C)c2)cc(C)c1O. The product is Cc1cc(C(=O)c2cc(C)c(O)c(C)c2)cc(C)c1O. RXN SMILES: [CH3:20][OH:21].[OH:1][c:2]1[c:3]([CH3:19])[cH:4][c:5]([CH2:9][c:10]2[cH:11][c:12]([CH3:18])[c:13]([OH:17])[c:14]([CH3:16])[cH:15]2)[cH:6][c:7]1[CH3:8]>>[OH:1][c:2]1[c:3]([CH3:19])[cH:4][c:5]([C:9]([c:10]2[cH:11][c:12]([CH3:18])[c:13]([OH:17])[c:14]([CH3:16])[cH:15]2)=[O:21])[cH:6][c:7]1[CH3:8]. Procedure details: 2-methoxyethyl chloroformate (0.035 ml) at 25° C. was added over a period of 5 minutes under argon to a stirred mixture of 3-oxazolo[4,5-b]pyridin-2-yl-5-[1-(4-piperidyl)pyrazol-4-yl]pyridin-2-amine (90 mg) and pyridine (5 ml). The resulting suspension was stirred at 25° C. for 2 hours. The solvent was evaporated. A solution of ammonia in methanol 7N (1 ml) was added and the mixture was adsorbed on silica gel. The crude product was purified by flash chromatography on silica gel eluting with 1 to... Starting materials: ClC(=O)OCCOC (2-methoxyethyl chloroformate), O1C(=NC2=NC=CC=C21)C=2C(=NC=C(C2)C=2C=NN(C2)C2CCNCC2)N (3-oxazolo[4,5-b]pyridin-2-yl-5-[1-(4-piperidyl)pyrazol-4-yl]pyridin-2-amine). Run at temperature 25 celsius, time 2 hour. Solvent: N1=CC=CC=C1 (pyridine). The product is NC1=C(C=C(C=N1)C=1C=NN(C1)C1CCN(CC1)C(=O)OCCOC)C=1OC=2C(=NC=CC2)N1 (2-methoxyethyl 4-[4-(6-amino-5-oxazolo[4,5-b]pyridin-2-yl-3-pyridyl)pyrazol-1-yl]piperidine-1-carboxylate). Reaction SMILES: Cl[C:2]([O:4][CH2:5][CH2:6][O:7][CH3:8])=[O:3].[O:9]1[C:17]2[C:12](=[N:13][CH:14]=[CH:15][CH:16]=2)[N:11]=[C:10]1[C:18]1[C:19]([NH2:35])=[N:20][CH:21]=[C:22]([C:24]2[CH:25]=[N:26][N:27]([CH:29]3[CH2:34][CH2:33][NH:32][CH2:31][CH2:30]3)[CH:28]=2)[CH:23]=1>N1C=CC=CC=1>[NH2:35][C:19]1[N:20]=[CH:21][C:22]([C:24]2[CH:25]=[N:26][N:27]([CH:29]3[CH2:34][CH2:33][N:32]([C:2]([O:4][CH2:5][CH2:6][O:7][CH3:8])=[O:3])[CH2:31][CH2:30]3)[CH:28]=2)=[CH:23][C:18]=1[C:10]1[O:9][C:17]2[C:12]([N:11]=1)=[N:13][CH:14]=[CH:15][CH:16]=2. Reactants: COc1c(C)cc(C)cc1C(=O)C1(Br)CCCCC1, CN(C)C=O, [Cl-], [Li+], O. Yields the product COc1c(C)cc(C)cc1C(=O)C1=CCCCC1. RXN SMILES: [CH3:1][c:2]1[c:3]([O:18][CH3:19])[c:4]([C:9](=[O:10])[C:11]2([Br:17])[CH2:12][CH2:13][CH2:14][CH2:15][CH2:16]2)[cH:5][c:6]([CH3:8])[cH:7]1.[CH3:23][N:24]([CH3:25])[CH:26]=[O:27].[Cl-:21].[Li+:20].[OH2:22]>>[CH3:1][c:2]1[c:3]([O:18][CH3:19])[c:4]([C:9](=[O:10])[C:11]2=[CH:12][CH2:13][CH2:14][CH2:15][CH2:16]2)[cH:5][c:6]([CH3:8])[cH:7]1.